The task is: describe an organic reaction: reactants, conditions, products, and yield. This data is from the Open Reaction Database (ORD), a public repository of structured organic reaction records. Reactants: C1(CCCCCC1)CS(=O)(=O)[O-].[Na+] (sodium cycloheptylmethanesulfonate), S(=O)(Cl)Cl (thionyl chloride). Yields the product C1(CCCCCC1)CS(=O)(=O)Cl (cycloheptylmethanesulfonyl chloride). Reaction SMILES: [CH:1]1([CH2:8][S:9]([O-:12])(=O)=[O:10])[CH2:7][CH2:6][CH2:5][CH2:4][CH2:3][CH2:2]1.[Na+].S(Cl)([Cl:16])=O>>[CH:1]1([CH2:8][S:9]([Cl:16])(=[O:12])=[O:10])[CH2:7][CH2:6][CH2:5][CH2:4][CH2:3][CH2:2]1 |f:0.1|. Procedure details: The subtitle compound was prepared by the method of Preparation 58 from sodium cycloheptylmethanesulfonate [Preparation 67] and thionyl chloride, to afford cycloheptylmethanesulfonyl chloride as a colourless oil. The reactants are ClCCCl, CN, CN(C)c1ccncc1, CN(C)C=O, O, O=C(O)c1cc2c(ncn2-c2cccc(-c3ccsc3)c2)[nH]1. The product is CNC(=O)c1cc2c(ncn2-c2cccc(-c3ccsc3)c2)[nH]1. RXN SMILES: [CH2:23]([Cl:24])[CH2:25][Cl:26].[CH3:27][NH2:28].[CH3:30][N:31]([c:32]1[cH:33][cH:34][n:35][cH:36][cH:37]1)[CH3:38].[O:39]=[CH:40][N:41]([CH3:42])[CH3:43].[OH2:29].[s:1]1[cH:2][c:3](-[c:6]2[cH:7][c:8](-[n:12]3[cH:13][n:14][c:15]4[c:16]3[cH:17][c:18]([C:20](=[O:21])[OH:22])[nH:19]4)[cH:9][cH:10][cH:11]2)[cH:4][cH:5]1>>[s:1]1[cH:2][c:3](-[c:6]2[cH:7][c:8](-[n:12]3[cH:13][n:14][c:15]4[c:16]3[cH:17][c:18]([C:20](=[O:21])[NH:28][CH3:27])[nH:19]4)[cH:9][cH:10][cH:11]2)[cH:4][cH:5]1. Starting materials: CNCC1=CC=CC=C1 (n-methylbenzylamine), [N+](=O)([O-])C=1C=C(C=CC1OS(=O)(=O)C1=CC=C(C)C=C1)C(C(F)(F)F)(C(F)(F)F)C1=CC(=C(C=C1)OS(=O)(=O)C1=CC=C(C)C=C1)[N+](=O)[O-] (2,2-bis-(3-nitro-4-tosyloxyphenyl)hexafluoropropane), Cl (hydrochloric acid). Solvent: C(C)(=O)OCCCC (butyl acetate). Run at time 12 hour. The product is [N+](=O)([O-])C=1C=C(C=CC1N(CC1=CC=CC=C1)C)C(C(F)(F)F)(C(F)(F)F)C1=CC(=C(C=C1)N(C)CC1=CC=CC=C1)[N+](=O)[O-] (2,2-bis-[3-nitro-4(N-methyl-N-benzylamino)phenyl]hexafluoropropane). Isolated yield 81.4%. RXN SMILES: [N+:1]([C:4]1[CH:5]=[C:6]([C:21]([C:30]2[CH:35]=[CH:34][C:33](OS(C3C=CC(C)=CC=3)(=O)=O)=[C:32]([N+:47]([O-:49])=[O:48])[CH:31]=2)([C:26]([F:29])([F:28])[F:27])[C:22]([F:25])([F:24])[F:23])[CH:7]=[CH:8][C:9]=1OS(C1C=CC(C)=CC=1)(=O)=O)([O-:3])=[O:2].[CH3:50][NH:51][CH2:52][C:53]1[CH:58]=[CH:57][CH:56]=[CH:55][CH:54]=1.Cl>C(OCCCC)(=O)C>[N+:47]([C:32]1[CH:31]=[C:30]([C:21]([C:6]2[CH:7]=[CH:8][C:9]([N:51]([CH2:52][C:53]3[CH:58]=[CH:57][CH:56]=[CH:55][CH:54]=3)[CH3:50])=[C:4]([N+:1]([O-:3])=[O:2])[CH:5]=2)([C:22]([F:23])([F:24])[F:25])[C:26]([F:28])([F:29])[F:27])[CH:35]=[CH:34][C:33]=1[N:51]([CH3:50])[CH2:52][C:53]1[CH:58]=[CH:57][CH:56]=[CH:55][CH:54]=1)([O-:49])=[O:48]. Procedure: 3 g (4.08 mmol) of 2,2-bis-(3-nitro-4-tosyloxyphenyl)hexafluoropropane was dissolved in 70 ml of butyl acetate, followed by moderately heating and refluxing. Then 5.26 ml (40.8 mmol) of n-methylbenzylamine was added dropwise into the solution, and after heating and refluxing were continued for 12 hours, the solution was cooled to room temperature. After 20 ml of dilute hydrochloric acid was added and extraction with ethyl acetate was carried out two times, an organic layer was washed with dilute... The reactants are BrC=1C(=CC(=C(C=O)C1)OC)OC (5-bromo-2,4-dimethoxybenzaldehyde), BrC1=CC=C(C=C1)OCC (4-bromophenetole). The product is BrC1=CC(=C(C=C1OC)OC)CC1=CC=C(C=C1)OCC (1-bromo-3-(4-ethoxybenzyl)-4,6-dimethoxybenzene). As a reaction SMILES: [Br:1][C:2]1[C:3]([O:12][CH3:13])=[CH:4][C:5]([O:10][CH3:11])=[C:6]([CH:9]=1)[CH:7]=O.Br[C:15]1[CH:20]=[CH:19][C:18]([O:21][CH2:22][CH3:23])=[CH:17][CH:16]=1>>[Br:1][C:2]1[C:3]([O:12][CH3:13])=[CH:4][C:5]([O:10][CH3:11])=[C:6]([CH2:7][C:15]2[CH:20]=[CH:19][C:18]([O:21][CH2:22][CH3:23])=[CH:17][CH:16]=2)[CH:9]=1. Reported procedure: Preparation was performed in a similar manner as in Preparation Example 3 using 5-bromo-2,4-dimethoxybenzaldehyde and 4-bromophenetole. Reactants: CC1=NC=CC(=C1OC=1C(=NC=C(C1)SC1=NC=CC=C1)NC1=NC(=NS1)C1OC2(OC1)CCCCC2)C (3-(2,4-dimethylpyridin-3-yloxy)-5-(pyridin-2-ylthio)pyridin-2-yl-3-(1,4-dioxaspiro[4.5]decan-2-yl)-1,2,4-thiadiazol-5-amine), solution, Cl (HCl), CCOCC (Ether). Solvent: C(C)O (ethanol). Reaction conditions: temperature 80 celsius, time 30 minute. Yields the product Cl.CC1=NC=CC(=C1OC=1C(=NC=C(C1)SC1=NC=CC=C1)NC1=NC(=NS1)[C@@H](CO)O)C ((S)-1-(5-(3-(2,4-dimethylpyridin-3-yloxy)-5-(pyridin-2-ylthio)pyridin-2-ylamino)-1,2,4-thiadiazol-3-yl)ethane-1,2-diol hydrochloride). The yield is 61.9%. Reaction SMILES: [CH3:1][C:2]1[C:7]([O:8][C:9]2[C:10]([NH:22][C:23]3[S:27][N:26]=[C:25]([CH:28]4[CH2:32][O:31]C5(CCCCC5)[O:29]4)[N:24]=3)=[N:11][CH:12]=[C:13]([S:15][C:16]3[CH:21]=[CH:20][CH:19]=[CH:18][N:17]=3)[CH:14]=2)=[C:6]([CH3:38])[CH:5]=[CH:4][N:3]=1.[ClH:39].CCOCC>C(O)C>[ClH:39].[CH3:1][C:2]1[C:7]([O:8][C:9]2[C:10]([NH:22][C:23]3[S:27][N:26]=[C:25]([C@H:28]([OH:29])[CH2:32][OH:31])[N:24]=3)=[N:11][CH:12]=[C:13]([S:15][C:16]3[CH:21]=[CH:20][CH:19]=[CH:18][N:17]=3)[CH:14]=2)=[C:6]([CH3:38])[CH:5]=[CH:4][N:3]=1 |f:4.5|. Procedure details: To a solution of (S)-N-(3-(2,4-dimethylpyridin-3-yloxy)-5-(pyridin-2-ylthio)pyridin-2-yl-3-(1,4-dioxaspiro[4.5]decan-2-yl)-1,2,4-thiadiazol-5-amine (0.360 g, 0.656 mmol) in ethanol (25 mL) was added an aqueous 6N solution of HCl (2 mL). The reaction was heated at 80° C. for 2 hours, then cooled to ambient temperature, stirred for 30 minutes, then cooled to 0° C. Ether (25 mL) was slowly added to initiate precipitation/crystallization. The reaction was stirred 30 minutes, then filtered. The solid... Starting materials: CCO, COC(=O)c1cc(C=O)cc([N+](=O)[O-])c1, Cl, NO, O. Product: COC(=O)c1cc(C=NO)cc([N+](=O)[O-])c1. As a reaction SMILES: [CH3:20][CH2:21][OH:22].[CH:1](=[O:2])[c:3]1[cH:4][c:5]([C:6](=[O:7])[O:8][CH3:9])[cH:10][c:11]([N+:13](=[O:14])[O-:15])[cH:12]1.[ClH:16].[NH2:17][OH:18].[OH2:19]>>[CH:1]([c:3]1[cH:4][c:5]([C:6](=[O:7])[O:8][CH3:9])[cH:10][c:11]([N+:13](=[O:14])[O-:15])[cH:12]1)=[N:17][OH:18].